From a dataset of the Open Reaction Database (ORD), a public repository of structured organic reaction records. describe an organic reaction: reactants, conditions, products, and yield As a reaction SMILES: [CH3:1][C@@H:2]([OH:6])[C@H:3]([OH:5])[CH3:4].[H-].[Na+].[Br:9][C:10]1[C:11](Cl)=[N:12][C:13]([NH:16][C:17]2[CH:18]=[CH:19][C:20]([S:23]([NH2:26])(=[O:25])=[O:24])=[N:21][CH:22]=2)=[N:14][CH:15]=1>N1C=CC=CC=1>[Br:9][C:10]1[C:11]([O:5][CH:3]([CH3:4])[CH:2]([OH:6])[CH3:1])=[N:12][C:13]([NH:16][C:17]2[CH:18]=[CH:19][C:20]([S:23]([NH2:26])(=[O:24])=[O:25])=[N:21][CH:22]=2)=[N:14][CH:15]=1 |f:1.2|. Solvent: N1=CC=CC=C1 (pyridine). Yields the product BrC=1C(=NC(=NC1)NC=1C=CC(=NC1)S(=O)(=O)N)OC(C(C)O)C (5-[5-bromo-4-(2-hydroxy-1-methyl-propoxy)-pyrimidin-2-ylamino]-pyridine-2-sulfonic acid amide). Yield: 33.5%. Conditions: time 15 minute. The reactants are [H-].[Na+] (sodium hydride), C[C@H]([C@@H](C)O)O ((2R, 3R)-(−)-2,3-butanediol), BrC=1C(=NC(=NC1)NC=1C=CC(=NC1)S(=O)(=O)N)Cl (5-(5-bromo-4-chloro-pyrimidin-2-ylamino)-pyridine-2-sulfonic acid amide). Procedure: 270 mg (1.5 mmol) of (2R, 3R)-(−)-2,3-butanediol is dissolved in 3 ml of pyridine and mixed with 30 mg (0.69 mmol) of sodium hydride. It is allowed to stir for 15 minutes at room temperature and then 110 mg (0.3 mmol) of 5-(5-bromo-4-chloro-pyrimidin-2-ylamino)-pyridine-2-sulfonic acid amide is added. After 1 hour at room temperature, it is stirred for 4 more hours at 50° C. Concentration by evaporation and flashing with dichloromethane/MeOH 4:1 yields 42 mg of 5-[5-bromo-4-(2-hydroxy-1-methyl-p... Reactants: ClC1=NC=C(C2=CC(=CC=C12)OC)OCCOC (1-chloro-6-methoxy-4-(2-methoxyethoxy)isoquinoline), [F-].[Cs+] (CsF). Solvent: CS(=O)C (DMSO). Conditions: temperature 140 celsius. Yields the product FC1=NC=C(C2=CC(=CC=C12)OC)OCCOC (1-fluoro-6-methoxy-4-(2-methoxyethoxy)isoquinoline). RXN SMILES: Cl[C:2]1[C:11]2[C:6](=[CH:7][C:8]([O:12][CH3:13])=[CH:9][CH:10]=2)[C:5]([O:14][CH2:15][CH2:16][O:17][CH3:18])=[CH:4][N:3]=1.[F-:19].[Cs+]>CS(C)=O>[F:19][C:2]1[C:11]2[C:6](=[CH:7][C:8]([O:12][CH3:13])=[CH:9][CH:10]=2)[C:5]([O:14][CH2:15][CH2:16][O:17][CH3:18])=[CH:4][N:3]=1 |f:1.2|. Procedure: To a solution of 1-chloro-6-methoxy-4-(2-methoxyethoxy)isoquinoline (560 mg, 2.092 mmol) in DMSO (5 mL) was added CsF (636 mg, 4.18 mmol) and heated to 140° C. for 2 hrs. LC/MS showed the desired product. The reaction was diluted with Ethylacteate and washed with water, and brine. The organic phase was collected, dried over MgSO4, and concentrated under vacuum to give the crude product as a reddish brown solid. The crude material was purified via silica gel chromatography (5-50% EtOAc:Hex) to gi... Reactants: CCOC(C)=O, CCCCCC, CC(C)O, [Cu]I, COc1ccc(I)cc1, [K+], [K+], [K+], NCc1ccccc1, OCCO, O=P([O-])([O-])[O-]. The product is COc1ccc(NCc2ccccc2)cc1. As a reaction SMILES: [C:32]([O:33][CH2:34][CH3:35])(=[O:36])[CH3:37].[CH3:38][CH2:39][CH2:40][CH2:41][CH2:42][CH3:43].[CH3:44][CH:45]([OH:46])[CH3:47].[Cu:30][I:31].[I:17][c:18]1[cH:19][cH:20][c:21]([O:24][CH3:25])[cH:22][cH:23]1.[K+:6].[K+:7].[K+:8].[NH2:9][CH2:10][c:11]1[cH:12][cH:13][cH:14][cH:15][cH:16]1.[OH:26][CH2:27][CH2:28][OH:29].[P:1]([O-:2])([O-:3])([O-:4])=[O:5]>>[NH:9]([CH2:10][c:11]1[cH:12][cH:13][cH:14][cH:15][cH:16]1)[c:18]1[cH:19][cH:20][c:21]([O:24][CH3:25])[cH:22][cH:23]1. Reactants: C1=CC(=C[N+](=C1)[C@H]2[C@@H]([C@@H]([C@H](O2)COP(=O)(O)OP(=O)(O)OC[C@@H]3[C@H]([C@H]([C@@H](O3)N4C=NC5=C4N=CN=C5N)O)O)O)O)C(=O)N (NAD+), N=C=N (carbodiimide), C1=CC(=C[N+](=C1)[C@H]2[C@@H]([C@@H]([C@H](O2)COP(=O)(O)[O-])O)O)C(=O)N (β-NMN), [Mg+2].[Cl-].[Cl-] (MgCl2), C1CN(CCN1CCO)CCS(=O)(=O)O.[OH-].[Na+] (HEPES NaOH), 1-ethyl-3(3-dimethyl-amino-propyl)-carbodiimide-HCl, 8-amino-NAD+. The solvent is O (water). Run at time 15 hour. Yields the product C1[C@@H]2[C@H]([C@H]([C@@H](O2)N3C=NC4=C3N=CN(C4=N)[C@H]5[C@@H]([C@@H]([C@H](O5)COP(=O)(OP(=O)(O1)O)O)O)O)O)O (cADPR). RXN SMILES: [NH:1]=[C:2]=[NH:3].C1C=[N+]([C@@H]2O[C@H](COP([O-])(O)=O)[C@@H](O)[C@H]2O)C=C(C(N)=O)C=1.[Mg+2].[Cl-].[Cl-].C1N(CCO)CCN(CCS(O)(=O)=O)C1.[OH-].[Na+].C1C=[N+]([C@@H:52]2[O:56][C@H:55]([CH2:57][O:58][P:59]([O:62][P:63]([O:66][CH2:67][C@H:68]3[O:72][C@@H:71]([N:73]4[C:77]5[N:78]=CN=[C:81](N)[C:76]=5[N:75]=[CH:74]4)[C@H:70]([OH:83])[C@@H:69]3[OH:84])([OH:65])=[O:64])([OH:61])=[O:60])[C@@H:54]([OH:85])[C@H:53]2[OH:86])C=C(C(N)=O)C=1>O>[CH2:57]1[O:58][P:59]([OH:61])(=[O:60])[O:62][P:63]([OH:65])(=[O:64])[O:66][CH2:67][C@H:68]2[O:72][C@H:71]([C@H:70]([OH:83])[C@@H:69]2[OH:84])[N:73]2[C:77](=[NH:78])[C:81]3=[C:76]([N:75]=[CH:74]2)[N:1]([CH:2]=[N:3]3)[C@@H:52]2[O:56][C@H:55]1[C@@H:54]([OH:85])[C@H:53]2[OH:86] |f:2.3.4,5.6.7|. Reported procedure: The chemical coupling of 8-substituted AMP's to β-NMN to form 8-substituted NAD+ 's was performed by carbodiimide coupling essentially as described by Prescott and McLennan (Prescott, M. and McLennan, A. G. (1990) Anal. Biochem. 184, 330-337). 8-amino-AMP (0.1 μmol), β-NMN (1μmol) and MgCl2 (2 μmol) were combined in a microfuge tube and evaporated to dryness using a SpeedVac concentrator. The coupling reaction was initiated by adding 20 μl of 1.5M HEPES-NaOH, pH 6.8 and 20 μl of 1.5M 1-ethyl-3(3... Reactants: CC(=O)O, COC(=O)c1ccc(O)c(C(F)(F)F)c1, O=[N+]([O-])O. The product is COC(=O)c1cc([N+](=O)[O-])c(O)c(C(F)(F)F)c1. As a reaction SMILES: [CH3:20][C:21](=[O:22])[OH:23].[CH3:5][O:6][C:7]([c:8]1[cH:9][c:10]([C:15]([F:16])([F:17])[F:18])[c:11]([OH:14])[cH:12][cH:13]1)=[O:19].[OH:1][N+:2]([O-:3])=[O:4]>>[O-:1][N+:2](=[O:4])[c:12]1[c:11]([OH:14])[c:10]([C:15]([F:16])([F:17])[F:18])[cH:9][c:8]([C:7]([O:6][CH3:5])=[O:19])[cH:13]1. Starting materials: BrC=1C=C2C(=NC1)C(CN2)(C)C (6-bromo-3,3-dimethyl-2,3-dihydro-1H-pyrrolo[3,2-b]pyridine), O1CCOCC1 (1,4-dioxane), ClC1=C(C(=NC2=CC(=CC=C12)F)C=1C(=NC=CC1)C)C (4-chloro-7-fluoro-3-methyl-2-(2-methylpyridin-3-yl)quinoline), Cl (hydrochloric acid). Solvent: CN1CCCC1=O (NMP). Conditions: temperature 150 celsius. Yields the product BrC=1C=C2C(=NC1)C(CN2C2=C(C(=NC1=CC(=CC=C21)F)C=2C(=NC=CC2)C)C)(C)C (4-(6-Bromo-3,3-dimethyl-2,3-dihydro-1H-pyrrolo[3,2-b]pyridin-1-yl)-7-fluoro-3-methyl-2-(2-methylpyridin-3-yl)quinoline). Reaction SMILES: [Br:1][C:2]1[CH:3]=[C:4]2[NH:10][CH2:9][C:8]([CH3:12])([CH3:11])[C:5]2=[N:6][CH:7]=1.Cl[C:14]1[C:23]2[C:18](=[CH:19][C:20]([F:24])=[CH:21][CH:22]=2)[N:17]=[C:16]([C:25]2[C:26]([CH3:31])=[N:27][CH:28]=[CH:29][CH:30]=2)[C:15]=1[CH3:32].Cl.O1CCOCC1>CN1C(=O)CCC1>[Br:1][C:2]1[CH:3]=[C:4]2[N:10]([C:14]3[C:23]4[C:18](=[CH:19][C:20]([F:24])=[CH:21][CH:22]=4)[N:17]=[C:16]([C:25]4[C:26]([CH3:31])=[N:27][CH:28]=[CH:29][CH:30]=4)[C:15]=3[CH3:32])[CH2:9][C:8]([CH3:12])([CH3:11])[C:5]2=[N:6][CH:7]=1. Procedure: Prepared according to procedure L using 6-bromo-3,3-dimethyl-2,3-dihydro-1H-pyrrolo[3,2-b]pyridine (100 mg, 0.44 mmol), 4-chloro-7-fluoro-3-methyl-2-(2-methylpyridin-3-yl)quinoline (126 mg, 0.44 mmol) and hydrochloric acid in 1,4-dioxane (0.11 mL, 0.44 mmol) in NMP (2.0 mL) and heating in the microwave at 150° C. for 2 h. After purification 4-(6-bromo-3,3-dimethyl-2,3-dihydro-1H-pyrrolo[3,2-b]pyridin-1-yl)-7-fluoro-3-methyl-2-(2-methylpyridin-3-yl)quinoline was obtained as a yellow film. Mass Sp...